This data is from the Open Reaction Database (ORD), a public repository of structured organic reaction records. The task is: describe an organic reaction: reactants, conditions, products, and yield Reactants: FC(C(=O)O)(F)F (Trifluoroacetic acid), NC=1C=C(C=CC1)[C@@]12N=C(SC[C@@H]1CN(C2)C(=O)OC(C)(C)C)NC(C2=CC=CC=C2)=O (tert-butyl (4aR,7aS)-7a-(3-aminophenyl)-2-benzamido-4,4a,5,7-tetrahydropyrrolo[3,4-d][1,3]thiazine-6-carboxylate). Run in ClCCl (dichloromethane). Reaction conditions: time 4 hour. Yields the product N (ammonia), NC=1C=C(C=CC1)[C@@]12N=C(SC[C@@H]1CNC2)NC(C2=CC=CC=C2)=O (N-[(4aR,7aS)-7a-(3-Aminophenyl)-4a,5,6,7-tetrahydro-4H-pyrrolo[3,4-d][1,3]thiazin-2-yl]benzamide). Isolated yield 159.8%. RXN SMILES: FC(F)(F)C(O)=O.[NH2:8][C:9]1[CH:10]=[C:11]([C@:15]23[CH2:23][N:22](C(OC(C)(C)C)=O)[CH2:21][C@H:20]2[CH2:19][S:18][C:17]([NH:31][C:32](=[O:39])[C:33]2[CH:38]=[CH:37][CH:36]=[CH:35][CH:34]=2)=[N:16]3)[CH:12]=[CH:13][CH:14]=1>ClCCl>[NH3:8].[NH2:8][C:9]1[CH:10]=[C:11]([C@:15]23[CH2:23][NH:22][CH2:21][C@H:20]2[CH2:19][S:18][C:17]([NH:31][C:32](=[O:39])[C:33]2[CH:34]=[CH:35][CH:36]=[CH:37][CH:38]=2)=[N:16]3)[CH:12]=[CH:13][CH:14]=1. Procedure details: Trifluoroacetic acid (25 mL) is added to a solution of tert-butyl (4aR,7aS)-7a-(3-aminophenyl)-2-benzamido-4,4a,5,7-tetrahydropyrrolo[3,4-d][1,3]thiazine-6-carboxylate (4 g, 8.84 mmol) in dichloromethane (100 mL) and the mixture is stirred at room temperature under nitrogen for 4 hours. The solvent is removed in vacuo and the crude product is purified with an SCX column using 3:1 dichloromethane:methanol and then 2:1 dichloromethane:7 N ammonia in methanol to give the title compound (2.49 g, 80%... Starting materials: O=C([O-])[O-], Cc1ccccc1B(O)O, CC#N, CNc1nc(Cl)nc(N2CCC(C(=O)NCc3ccccc3C(F)(F)F)CC2)n1, [Na+], [Na+], O, c1ccc(P(c2ccccc2)(c2ccccc2)[Pd](P(c2ccccc2)(c2ccccc2)c2ccccc2)(P(c2ccccc2)(c2ccccc2)c2ccccc2)P(c2ccccc2)(c2ccccc2)c2ccccc2)cc1. The product is CNc1nc(-c2ccccc2C)nc(N2CCC(C(=O)NCc3ccccc3C(F)(F)F)CC2)n1. Reaction SMILES: [C:40](=[O:41])([O-:42])[O-:43].[CH3:30][c:31]1[c:32]([B:37]([OH:38])[OH:39])[cH:33][cH:34][cH:35][cH:36]1.[CH3:46][C:47]#[N:48].[Cl:1][c:2]1[n:3][c:4]([N:10]2[CH2:11][CH2:12][CH:13]([C:16](=[O:17])[NH:18][CH2:19][c:20]3[c:21]([C:26]([F:27])([F:28])[F:29])[cH:22][cH:23][cH:24][cH:25]3)[CH2:14][CH2:15]2)[n:5][c:6]([NH:8][CH3:9])[n:7]1.[Na+:44].[Na+:45].[OH2:126].[cH:49]1[cH:50][cH:51][c:52]([P:53]([Pd:54]([P:55]([c:56]2[cH:57][cH:58][cH:59][cH:60][cH:61]2)([c:62]2[cH:63][cH:64][cH:65][cH:66][cH:67]2)[c:68]2[cH:69][cH:70][cH:71][cH:72][cH:73]2)([P:74]([c:75]2[cH:76][cH:77][cH:78][cH:79][cH:80]2)([c:81]2[cH:82][cH:83][cH:84][cH:85][cH:86]2)[c:87]2[cH:88][cH:89][cH:90][cH:91][cH:92]2)[P:93]([c:94]2[cH:95][cH:96][cH:97][cH:98][cH:99]2)([c:100]2[cH:101][cH:102][cH:103][cH:104][cH:105]2)[c:106]2[cH:107][cH:108][cH:109][cH:110][cH:111]2)([c:112]2[cH:113][cH:114][cH:115][cH:116][cH:117]2)[c:118]2[cH:119][cH:120][cH:121][cH:122][cH:123]2)[cH:124][cH:125]1>>[c:2]1(-[c:32]2[c:31]([CH3:30])[cH:36][cH:35][cH:34][cH:33]2)[n:3][c:4]([N:10]2[CH2:11][CH2:12][CH:13]([C:16](=[O:17])[NH:18][CH2:19][c:20]3[c:21]([C:26]([F:27])([F:28])[F:29])[cH:22][cH:23][cH:24][cH:25]3)[CH2:14][CH2:15]2)[n:5][c:6]([NH:8][CH3:9])[n:7]1. Starting materials: CC(Cl)c1cccnc1, Cc1cnn(CC(=O)O)c1. Reagents/catalysts: O=C([O-])[O-].[Cs+].[Cs+] (cesium carbonate), [I-].[K+] (potassium iodide). Run in CN(C)C=O (DMF), CN(C)C=O (dmf), CN(C)C=O (DMF). Reaction conditions: temperature 70 celsius, time 16 hour. Yields the product Cc1cnn(CC(=O)OC(C)c2cccnc2)c1. Reactants: CCO, CCOC(=O)CCn1ccc2cc(-c3noc(-c4ccc(OC(C)C)c(Cl)c4)n3)ccc21, [Na+], [OH-]. The product is CC(C)Oc1ccc(-c2nc(-c3ccc4c(ccn4CCC(=O)O)c3)no2)cc1Cl. As a reaction SMILES: [CH3:35][CH2:36][OH:37].[Cl:1][c:2]1[cH:3][c:4](-[c:12]2[n:13][c:14](-[c:17]3[cH:18][c:19]4[cH:20][cH:21][n:22]([CH2:26][CH2:27][C:28](=[O:29])[O:30][CH2:31][CH3:32])[c:23]4[cH:24][cH:25]3)[n:15][o:16]2)[cH:5][cH:6][c:7]1[O:8][CH:9]([CH3:10])[CH3:11].[Na+:34].[OH-:33]>>[Cl:1][c:2]1[cH:3][c:4](-[c:12]2[n:13][c:14](-[c:17]3[cH:18][c:19]4[cH:20][cH:21][n:22]([CH2:26][CH2:27][C:28](=[O:29])[OH:30])[c:23]4[cH:24][cH:25]3)[n:15][o:16]2)[cH:5][cH:6][c:7]1[O:8][CH:9]([CH3:10])[CH3:11]. Run at time 8 hour. RXN SMILES: [C:1]([O:5][C:6](=[O:21])[NH:7][CH2:8][C:9]1[C:18]2[CH2:17][CH2:16][CH2:15][C:14](=[O:19])[C:13]=2[CH:12]=[CH:11][C:10]=1[OH:20])([CH3:4])([CH3:3])[CH3:2].[N:22]1([CH2:27][C@@H:28]([C:30]2[CH:35]=[CH:34][CH:33]=[CH:32][CH:31]=2)O)[CH:26]=[CH:25][N:24]=[CH:23]1.C1(P(C2C=CC=CC=2)C2C=CC=CC=2)C=CC=CC=1.CCOC(/N=N/C(OCC)=O)=O>CO.C(Cl)Cl.C1COCC1>[C:1]([O:5][C:6](=[O:21])[NH:7][CH2:8][C:9]1[C:18]2[CH2:17][CH2:16][CH2:15][C:14](=[O:19])[C:13]=2[CH:12]=[CH:11][C:10]=1[O:20][C@@H:28]([C:30]1[CH:35]=[CH:34][CH:33]=[CH:32][CH:31]=1)[CH2:27][N:22]1[CH:26]=[CH:25][N:24]=[CH:23]1)([CH3:4])([CH3:2])[CH3:3] |f:4.5|. The yield is 76.7%. The solvent is CO.C(Cl)Cl (MeOH CH2Cl2), C1CCOC1 (THF). The product is C(C)(C)(C)OC(NCC1=C(C=CC=2C(CCCC12)=O)O[C@H](CN1C=NC=C1)C1=CC=CC=C1)=O ([2-((S)-2-Imidazol-1-yl-1-phenyl-ethoxy)-5-oxo-5,6,7,8-tetrahydro-naphthalen-1-ylmethyl]-carbamic acid tert-butyl ester). Reported procedure: A round bottom flask was charged with (2-Hydroxy-5-oxo-5,6,7,8-tetrahydro-naphthalen-1-ylmethyl)-carbamic acid tert-butyl ester (700 mg, 2.40 mmol), (R)-2-imidazol-1-yl-1-phenyl-ethanol (544 mg, 2.89 mmol), triphenylphospine (759 mg, 2.89 mmol) and dry THF (14 mL). After approximately 15 nm, diethylazodicarboxylate (0.46 mL, 2.89 mmol) was added slowly. The reaction was stirred overnight and concentrated to give a yellow oil. Purification by chromatography (10-20% acetone/CH2Cl2 then 5% MeOH/CH2... Reactants: CCOC(=O)/N=N/C(=O)OCC (diethylazodicarboxylate), C(C)(C)(C)OC(NCC1=C(C=CC=2C(CCCC12)=O)O)=O ((2-Hydroxy-5-oxo-5,6,7,8-tetrahydro-naphthalen-1-ylmethyl)-carbamic acid tert-butyl ester), N1(C=NC=C1)C[C@H](O)C1=CC=CC=C1 ((R)-2-imidazol-1-yl-1-phenyl-ethanol), C1(=CC=CC=C1)P(C1=CC=CC=C1)C1=CC=CC=C1 (triphenylphospine). The product is FC(C=1C=CC(=NC1)OC1=CC(=C(C=C1)C1C(C(OC(C1=O)(C)C)(C)C)=O)CC)(F)F (4-[4-(5-trifluoromethylpyridin-2-yloxy)-2-ethylphenyl]-2,2,6,6-tetramethylpyran-3,5-dione). The reactants are Cl (hydrochloric acid), C(C)C1=C(C=CC(=C1)O)C1C(C(OC(C1=O)(C)C)(C)C)=O (4-(2-Ethyl-4-hydroxyphenyl)-2,2,6,6-tetramethylpyran-3,5-dione), FC1=NC=C(C=C1)C(F)(F)F (2-fluoro-5-trifluoromethylpyridine), C([O-])([O-])=O.[K+].[K+] (potassium carbonate). Conditions: temperature 140 celsius. Reported procedure: 4-(2-Ethyl-4-hydroxyphenyl)-2,2,6,6-tetramethylpyran-3,5-dione (0.100 g, 0.34 mmol) is added to a mixture of 2-fluoro-5-trifluoromethylpyridine (0.061 g, 0.41 mmol) and potassium carbonate (0.110 g, 0.69 mmol) in N,N-dimethylformamide (2 ml), and the mixture is heated at 140° C. under microwave irradiation for 1 hour. The mixture is cooled to room temperature, then acidified by addition of 2M aqueous hydrochloric acid. The mixture is diluted with dichloromethane and passed through a phase separa... Run in CN(C=O)C (N,N-dimethylformamide), ClCCl (dichloromethane). As a reaction SMILES: [CH2:1]([C:3]1[CH:8]=[C:7]([OH:9])[CH:6]=[CH:5][C:4]=1[CH:10]1[C:15](=[O:16])[C:14]([CH3:18])([CH3:17])[O:13][C:12]([CH3:20])([CH3:19])[C:11]1=[O:21])[CH3:2].F[C:23]1[CH:28]=[CH:27][C:26]([C:29]([F:32])([F:31])[F:30])=[CH:25][N:24]=1.C(=O)([O-])[O-].[K+].[K+].Cl>CN(C)C=O.ClCCl>[F:30][C:29]([F:32])([F:31])[C:26]1[CH:27]=[CH:28][C:23]([O:9][C:7]2[CH:6]=[CH:5][C:4]([CH:10]3[C:15](=[O:16])[C:14]([CH3:18])([CH3:17])[O:13][C:12]([CH3:20])([CH3:19])[C:11]3=[O:21])=[C:3]([CH2:1][CH3:2])[CH:8]=2)=[N:24][CH:25]=1 |f:2.3.4|.